From a dataset of the Open Reaction Database (ORD), a public repository of structured organic reaction records. describe an organic reaction: reactants, conditions, products, and yield Reactants: O1CCC(CC1)N1C[C@@H](CC1)NC(OC(C)(C)C)=O ((R)-tert-butyl 1-(tetrahydro-2H-pyran-4-yl)pyrrolidin-3-ylcarbamate), FC(C(=O)O)(F)F (2,2,2-Trifluoroacetic acid). The solvent is ClCCl (dichloromethane). Reaction conditions: time 2 hour. Yields the product O1CCC(CC1)N1C[C@@H](CC1)N ((R)-1-(tetrahydro-2H-pyran-4-yl)pyrrolidin-3-amine). RXN SMILES: [O:1]1[CH2:6][CH2:5][CH:4]([N:7]2[CH2:11][CH2:10][C@@H:9]([NH:12]C(=O)OC(C)(C)C)[CH2:8]2)[CH2:3][CH2:2]1.FC(F)(F)C(O)=O>ClCCl>[O:1]1[CH2:6][CH2:5][CH:4]([N:7]2[CH2:11][CH2:10][C@@H:9]([NH2:12])[CH2:8]2)[CH2:3][CH2:2]1. Procedure: A solution of EXAMPLE 130A (550 mg) in dichloromethane (25 ml) was cooled in an ice bath under nitrogen. 2,2,2-Trifluoroacetic acid (8.333 ml) was added and the reaction was stirred for 2 hours. The product was obtained by concentration and high vacuum drying.